From a dataset of the Open Reaction Database (ORD), a public repository of structured organic reaction records. describe an organic reaction: reactants, conditions, products, and yield The reactants are COc1ccc(COC(=O)C(C2CCCCC2)N2CC(CN3CCC(CCC(F)(F)c4ccccc4)CC3)C(c3ccccc3)C2)cc1, CCO. Product: O=C(O)C(C1CCCCC1)N1CC(CN2CCC(CCC(F)(F)c3ccccc3)CC2)C(c2ccccc2)C1. As a reaction SMILES: [CH3:1][O:2][c:3]1[cH:4][cH:5][c:6]([CH2:7][O:8][C:9]([CH:10]([CH:11]2[CH2:12][CH2:13][CH2:14][CH2:15][CH2:16]2)[N:17]2[CH2:18][CH:19]([CH2:28][N:29]3[CH2:30][CH2:31][CH:32]([CH2:35][CH2:36][C:37]([c:38]4[cH:39][cH:40][cH:41][cH:42][cH:43]4)([F:44])[F:45])[CH2:33][CH2:34]3)[CH:20]([c:22]3[cH:23][cH:24][cH:25][cH:26][cH:27]3)[CH2:21]2)=[O:46])[cH:47][cH:48]1.[CH3:49][CH2:50][OH:51]>>[O:8]=[C:9]([CH:10]([CH:11]1[CH2:12][CH2:13][CH2:14][CH2:15][CH2:16]1)[N:17]1[CH2:18][CH:19]([CH2:28][N:29]2[CH2:30][CH2:31][CH:32]([CH2:35][CH2:36][C:37]([c:38]3[cH:39][cH:40][cH:41][cH:42][cH:43]3)([F:44])[F:45])[CH2:33][CH2:34]2)[CH:20]([c:22]2[cH:23][cH:24][cH:25][cH:26][cH:27]2)[CH2:21]1)[OH:46]. The reactants are C(C)C1=C(C(=CC=C1)CC)CO ((2,6-diethylphenyl)methanol), O=S(Cl)Cl (SOCl2). The reagents and catalysts are CN(C)C=O (DMF). Solvent: C1(=CC=CC=C1)C (toluene). Reaction conditions: time 1 hour. The product is ClCC1=C(C=CC=C1CC)CC (2-(Chloromethyl)-1,3-diethylbenzene). The yield is 97.1%. As a reaction SMILES: [CH2:1]([C:3]1[CH:8]=[CH:7][CH:6]=[C:5]([CH2:9][CH3:10])[C:4]=1[CH2:11]O)[CH3:2].O=S(Cl)[Cl:15]>CN(C=O)C.C1(C)C=CC=CC=1>[Cl:15][CH2:11][C:4]1[C:3]([CH2:1][CH3:2])=[CH:8][CH:7]=[CH:6][C:5]=1[CH2:9][CH3:10]. Reported procedure: To a mixture of (2,6-diethylphenyl)methanol (1.83 g, 11.1 mmol), toluene (20 mL) and DMF (6 drops) was added SOCl2 (2.1 g, 1.6 eq). The resulting solution was stirred at RT (1 h). After evaporating to dryness, the residue was taken up in heptane (−50 mL) and washed with water (−5 mL), dried (Na2SO4), filtered and evaporated to give 1.97 g (yield of 97%) of title product. 1H NMR (300 MHz, CDCl3) δ 1.28 (t, 6H), 2.79 (q, 2H), 4.70 (s, 2H), 7.09 (d, 2H), 7.20 (m, 1H). The reactants are CC(C)(C)NS(=O)(=O)c1ccccc1-c1ccc(N)c(F)c1, O=C(O)Cc1csc(NC(=O)c2ccc(Cl)cc2)n1. Product: CC(C)(C)NS(=O)(=O)c1ccccc1-c1ccc(NC(=O)Cc2csc(NC(=O)c3ccc(Cl)cc3)n2)c(F)c1. As a reaction SMILES: [C:20]([CH3:21])([CH3:22])([CH3:23])[NH:24][S:25](=[O:26])(=[O:27])[c:28]1[c:29](-[c:34]2[cH:35][c:36]([F:41])[c:37]([NH2:40])[cH:38][cH:39]2)[cH:30][cH:31][cH:32][cH:33]1.[Cl:1][c:2]1[cH:3][cH:4][c:5]([C:6](=[O:7])[NH:8][c:9]2[s:10][cH:11][c:12]([CH2:14][C:15](=[O:16])[OH:17])[n:13]2)[cH:18][cH:19]1>>[Cl:1][c:2]1[cH:3][cH:4][c:5]([C:6](=[O:7])[NH:8][c:9]2[s:10][cH:11][c:12]([CH2:14][C:15](=[O:17])[NH:40][c:37]3[c:36]([F:41])[cH:35][c:34](-[c:29]4[c:28]([S:25]([NH:24][C:20]([CH3:21])([CH3:22])[CH3:23])(=[O:26])=[O:27])[cH:33][cH:32][cH:31][cH:30]4)[cH:39][cH:38]3)[n:13]2)[cH:18][cH:19]1. RXN SMILES: [CH:1]1CCC[CH2:5][CH2:4][CH2:3][CH:2]=1.OOS([O-])=O.[K+].[O-:15]S([O-])=O.[Na+].[Na+].CC[O:23][C:24]([CH3:26])=[O:25].CN([CH:30]=[O:31])C>O=[Os](=O)(=O)=O>[C:24]([OH:23])(=[O:25])[CH2:26][CH2:1][CH2:2][CH2:3][CH2:4][CH2:5][C:30]([OH:31])=[O:15] |f:1.2,3.4.5|. Run at time 5 minute. Isolated yield 82.0%. Reagents/catalysts: O=[Os](=O)(=O)=O (OsO4). Starting materials: OOS(=O)[O-].[K+] (OXONE), CCOC(=O)C (EtOAc), C1=CCCCCCC1 (Cyclooctene), CN(C)C=O (DMF), [O-]S(=O)[O-].[Na+].[Na+] (Na2SO3). Procedure details: Cyclooctene (100 mg) was dissolved in DMF (10 mL), and OsO4 (0.11 mL, 2.5% in tBuOH) was added and stirred for 5 min. OXONE (2.23 g) was added in one portion and the reaction had a final volume (14 mL). The reaction was stirred at room temperature for 3 hours or until the solution becomes colorless. This usually marks the completion of the reaction which was verified by TLC or GC. Na2SO3 (600 mg) was added, to reduce the remaining Os(VIII), and stirred for an additional hour or until solution be... The product is C(CCCCCCC(=O)O)(=O)O (Suberic acid). Starting materials: CC(C)(C)[Si](C)(C)Cl, CN(C)C=O, CC(=O)CCO, c1c[nH]cn1. Yields the product CC(=O)CCO[Si](C)(C)C(C)(C)C. As a reaction SMILES: [C:12]([CH3:13])([CH3:14])([CH3:15])[Si:16]([CH3:17])([CH3:18])[Cl:19].[O:20]=[CH:21][N:22]([CH3:23])[CH3:24].[OH:1][CH2:2][CH2:3][C:4]([CH3:5])=[O:6].[nH:7]1[cH:8][cH:9][n:10][cH:11]1>>[O:1]([CH2:2][CH2:3][C:4]([CH3:5])=[O:6])[Si:16]([C:12]([CH3:13])([CH3:14])[CH3:15])([CH3:17])[CH3:18]. The reactants are [OH-].[Na+] (NaOH), OO (H2O2), Cl (HCl), C(C=C)[C@@]1(CCN(C(O1)=O)[C@@H]1CN(CCC1)CC1=CC=CC=C1)C1=CC=C(C=C1)F ((R)-6-allyl-3-((S)-1-benzylpiperidin-3-yl)-6-(4-fluorophenyl)-1,3-oxazinan-2-one), B.C1CCOC1 (BH3/THF). Solvent: O (H2O), C1CCOC1 (THF). Reaction conditions: time 2 hour. The product is C(C1=CC=CC=C1)N1C[C@H](CCC1)N1C(O[C@@](CC1)(CCCO)C1=CC=C(C=C1)F)=O ((R)-3-((S)-1-benzylpiperidin-3-yl)-6-(4-fluorophenyl)-6-(3-hydroxypropyl)-1,3-oxazinan-2-one). Isolated yield 30.0%. RXN SMILES: [CH2:1]([C@@:4]1([C:24]2[CH:29]=[CH:28][C:27]([F:30])=[CH:26][CH:25]=2)[O:9][C:8](=[O:10])[N:7]([C@H:11]2[CH2:16][CH2:15][CH2:14][N:13]([CH2:17][C:18]3[CH:23]=[CH:22][CH:21]=[CH:20][CH:19]=3)[CH2:12]2)[CH2:6][CH2:5]1)[CH:2]=[CH2:3].B.C1C[O:35]CC1.[OH-].[Na+].OO.Cl>C1COCC1.O>[CH2:17]([N:13]1[CH2:14][CH2:15][CH2:16][C@H:11]([N:7]2[CH2:6][CH2:5][C@@:4]([C:24]3[CH:29]=[CH:28][C:27]([F:30])=[CH:26][CH:25]=3)([CH2:1][CH2:2][CH2:3][OH:35])[O:9][C:8]2=[O:10])[CH2:12]1)[C:18]1[CH:23]=[CH:22][CH:21]=[CH:20][CH:19]=1 |f:1.2,3.4|. Procedure details: To a solution of (R)-6-allyl-3-((S)-1-benzylpiperidin-3-yl)-6-(4-fluorophenyl)-1,3-oxazinan-2-one (90 mg, 0.22 mmol) in THF (3 mL) was added BH3/THF (1 M, 0.44 mL) at 0° C. and the mixture was stirred at rt for 2 h. Then the mixture was cooled at 0° C., and H2O (0.2 ml), NaOH (3 M, 0.15 mL), 30% H2O2 (0.4 mL) were added. After the solution was stirred at rt for another 2 h, 1N aq HCl was added, and the mixture was extracted with EtOAc. The combined organic layer was dried over Na2SO4 and concent... Reaction SMILES: COC1C([N+]([O-])=O)=C(CCN)C=CC=1.[C:15]1([CH:21]2[CH2:23][O:22]2)[CH:20]=[CH:19][CH:18]=[CH:17][CH:16]=1>>[C:15]1([CH:21]([OH:22])[CH3:23])[CH:20]=[CH:19][CH:18]=[CH:17][CH:16]=1. The reactants are COC=1C(=C(C=CC1)CCN)[N+](=O)[O-] (2-(3-methoxy-2-nitrophenyl)-ethylamine), C1(=CC=CC=C1)C1OC1 (phenyloxirane). Product: C1(=CC=CC=C1)C(C)O (1-phenylethanol). Procedure details: 2- 2-(3-Methoxy-2-nitrophenyl)ethylamino!-1-phenylethanol was synthesized in analogy to example 1D from 2-(3-methoxy-2-nitrophenyl)-ethylamine and phenyloxirane. White crystalline powder. M.p. 99°-101° C. Starting materials: CCCCCCCCCCCCCC(=O)OC(CCCCCCCCCCC)CC(=O)O, ClCCl, NC(CO)COCc1ccccc1. Product: CCCCCCCCCCCCCC(=O)OC(CCCCCCCCCCC)CC(=O)NC(CO)COCc1ccccc1. RXN SMILES: [C:14]([CH2:15][CH2:16][CH2:17][CH2:18][CH2:19][CH2:20][CH2:21][CH2:22][CH2:23][CH2:24][CH2:25][CH2:26][CH3:27])(=[O:28])[O:29][CH:30]([CH2:31][C:32](=[O:33])[OH:34])[CH2:35][CH2:36][CH2:37][CH2:38][CH2:39][CH2:40][CH2:41][CH2:42][CH2:43][CH2:44][CH3:45].[Cl:46][CH2:47][Cl:48].[NH2:1][CH:2]([CH2:3][OH:4])[CH2:5][O:6][CH2:7][c:8]1[cH:9][cH:10][cH:11][cH:12][cH:13]1>>[NH:1]([CH:2]([CH2:3][OH:4])[CH2:5][O:6][CH2:7][c:8]1[cH:9][cH:10][cH:11][cH:12][cH:13]1)[C:32]([CH2:31][CH:30]([O:29][C:14]([CH2:15][CH2:16][CH2:17][CH2:18][CH2:19][CH2:20][CH2:21][CH2:22][CH2:23][CH2:24][CH2:25][CH2:26][CH3:27])=[O:28])[CH2:35][CH2:36][CH2:37][CH2:38][CH2:39][CH2:40][CH2:41][CH2:42][CH2:43][CH2:44][CH3:45])=[O:33]. The reactants are BrC(C(=O)C1=CC2=C(S1)C(=CC=C2)Cl)C (2-bromo-1-(7-chlorobenzo[b]thiophen-2-yl)propan-1-one), N1C(NCC1)=S (2-imidazolidinethione), C(C)O (ethanol). Solvent: C(C)(=O)O (acetic acid). Product: Br.ClC1=CC=CC2=C1SC(=C2)C=2N1C(SC2C)=NCC1 (3-(7-chlorobenzo[b]thiophen-2-yl)-2-methyl-5,6-dihydroimidazo[2,1-b]thiazole hydrobromide). Yield: 55.7%. As a reaction SMILES: [Br:1][CH:2]([CH3:15])[C:3]([C:5]1[S:9][C:8]2[C:10]([Cl:14])=[CH:11][CH:12]=[CH:13][C:7]=2[CH:6]=1)=O.[NH:16]1[CH2:20][CH2:19][NH:18][C:17]1=[S:21].C(O)C>C(O)(=O)C>[BrH:1].[Cl:14][C:10]1[C:8]2[S:9][C:5]([C:3]3[N:18]4[CH2:19][CH2:20][N:16]=[C:17]4[S:21][C:2]=3[CH3:15])=[CH:6][C:7]=2[CH:13]=[CH:12][CH:11]=1 |f:4.5|. Procedure details: A mixture of 2-bromo-1-(7-chlorobenzo[b]thiophen-2-yl)propan-1-one (2.32 g), 2-imidazolidinethione (0.53 g), ethanol (25 ml) and acetic acid (12.5 ml) was heated under reflux for 3 hours and allowed to cool to ambient temperature. The resulting solid was collected by filtration, washed with ethanol and dried in vacuo to give 3-(7-chlorobenzo[b]thiophen-2-yl)-2-methyl-5,6-dihydroimidazo[2,1-b]thiazole hydrobromide (1.12 g) as a white solid, m.p. 294-295° C.